From a dataset of the Open Reaction Database (ORD), a public repository of structured organic reaction records. describe an organic reaction: reactants, conditions, products, and yield Run at temperature 0 celsius, time 45 minute. Run in C(Cl)Cl (CH2Cl2). Starting materials: Cl (hydrochloric acid), [Cl-].[Al+3].[Cl-].[Cl-] (aluminum chloride), ClC1=CC=C(CN2C(=C(C3=CC(=CC=C23)OC)SC(C)(C)C)C(=O)OCC)C=C1 (ethyl 1-(4-chlorobenzyl)-3-(t-butylthio)-5-methoxyindole-2-carboxylate), C(C)(C)(C)S (t-butyl mercaptan). Reaction SMILES: [Cl-].[Al+3].[Cl-].[Cl-].C(S)(C)(C)C.[Cl:10][C:11]1[CH:38]=[CH:37][C:14]([CH2:15][N:16]2[C:24]3[C:19](=[CH:20][C:21]([O:25]C)=[CH:22][CH:23]=3)[C:18]([S:27][C:28]([CH3:31])([CH3:30])[CH3:29])=[C:17]2[C:32]([O:34][CH2:35][CH3:36])=[O:33])=[CH:13][CH:12]=1.Cl>C(Cl)Cl>[Cl:10][C:11]1[CH:12]=[CH:13][C:14]([CH2:15][N:16]2[C:24]3[C:19](=[CH:20][C:21]([OH:25])=[CH:22][CH:23]=3)[C:18]([S:27][C:28]([CH3:30])([CH3:31])[CH3:29])=[C:17]2[C:32]([O:34][CH2:35][CH3:36])=[O:33])=[CH:37][CH:38]=1 |f:0.1.2.3|. Reported procedure: To a 0° C. suspension of anhydrous aluminum chloride (4.8 g, 36 mmol) in CH2Cl2 (15 ml) was added t-butyl mercaptan (12 ml) followed by ethyl 1-(4-chlorobenzyl)-3-(t-butylthio)-5-methoxyindole-2-carboxylate (3.77 g; 11 mmol), prepared as in step 2, and the resulting mixture was stirred at 0° C. for 45 min. The reaction mixture was then poured into ice and aqueous 1N hydrochloric acid (100 ml) and extracted with ethyl acetate. The organic phase was concentrated in vacuo to provide 4.2 g of crude ... Yields the product ClC1=CC=C(CN2C(=C(C3=CC(=CC=C23)O)SC(C)(C)C)C(=O)OCC)C=C1 (ethyl 1-(4-chlorobenzyl)-3-(t-butylthio)-5-hydroxyindole-2-carboxylate). Yield: 91.4%. Reactants: BrC1=CC=C(C=C1)CC(=O)O (2-(4-bromophenyl)acetic acid), C(C1=CC=CC=C1)O (benzyl alcohol), O (water). Reagents/catalysts: C1(=CC=C(C=C1)S(=O)(=O)O)C (p-toluenesulfonic acid). The solvent is C1(=CC=CC=C1)C (toluene). Yields the product BrC1=CC=C(C=C1)CC(=O)OCC1=CC=CC=C1 (benzyl 2-(4-bromophenyl)acetate). Yield: 69.6%. As a reaction SMILES: [Br:1][C:2]1[CH:7]=[CH:6][C:5]([CH2:8][C:9]([OH:11])=[O:10])=[CH:4][CH:3]=1.[CH2:12](O)[C:13]1[CH:18]=[CH:17][CH:16]=[CH:15][CH:14]=1.O>C1(C)C=CC=CC=1.C1(C)C=CC(S(O)(=O)=O)=CC=1>[Br:1][C:2]1[CH:3]=[CH:4][C:5]([CH2:8][C:9]([O:11][CH2:12][C:13]2[CH:18]=[CH:17][CH:16]=[CH:15][CH:14]=2)=[O:10])=[CH:6][CH:7]=1. Procedure: A mixture of 2-(4-bromophenyl)acetic acid (50 g. 0.23 mol), benzyl alcohol (26 mL, 0.25 mol) and p-toluenesulfonic acid (0.3 g) in 200 ml toluene were heated at reflux with the azeotropic removal of water (15 h). The yellow solution was washed with water (250 mL). saturated aqueous sodium bicarbonate (250 mL) and then dried (MgSO4). Concentration provided a light yellow solid that was recrystallized from cold hexanes to give benzyl 2-(4-bromophenyl)acetate (48.5 g, 0.16 mol) in 69% yield, mp. 47... Starting materials: [OH-].[Na+] (NaOH), ice, C1(CCCCC1)C1NC=2C=CC(=CC2C2C1CCCO2)NC([O-])=O (5-cyclohexyl-3,4,4a,5,6,10b-hexahydro-2H-pyrano[3,2-c]quinolin-9-ylcarbamate), C(=O)(C(F)(F)F)O (TFA). The solvent is C(Cl)Cl (CH2Cl2). Run at time 8 hour. The product is C1(CCCCC1)C1NC=2C=CC(=CC2C2C1CCCO2)N (5-cyclohexyl-3,4,4a,5,6,10b-hexahydro-2H-pyrano[3,2-c]quinolin-9-amine). The yield is 86.0%. Reaction SMILES: [CH:1]1([CH:7]2[CH:16]3[CH2:17][CH2:18][CH2:19][O:20][CH:15]3[C:14]3[CH:13]=[C:12]([NH:21]C(=O)[O-])[CH:11]=[CH:10][C:9]=3[NH:8]2)[CH2:6][CH2:5][CH2:4][CH2:3][CH2:2]1.C(O)(C(F)(F)F)=O.[OH-].[Na+]>C(Cl)Cl>[CH:1]1([CH:7]2[CH:16]3[CH2:17][CH2:18][CH2:19][O:20][CH:15]3[C:14]3[CH:13]=[C:12]([NH2:21])[CH:11]=[CH:10][C:9]=3[NH:8]2)[CH2:2][CH2:3][CH2:4][CH2:5][CH2:6]1 |f:2.3|. Procedure: To an ice-cooled solution of tert-butyl (4aSR*,5SR*,10bSR*)-5-cyclohexyl-3,4,4a,5,6,10b-hexahydro-2H-pyrano[3,2-c]quinolin-9-ylcarbamate (prepared according to the method described in example 1) (227 mg, 0.587 mmol) in CH2Cl2 (5 mL) under argon atmosphere was added TFA (1.5 mL) dropwise. The reaction solution was allowed to reach r.t. and stirred overnight. The mixture was cooled down and 0.5 N NaOH solution was added until basic pH. The product was extracted with CH2Cl2 three times. The combine...